From a dataset of the Open Reaction Database (ORD), a public repository of structured organic reaction records. describe an organic reaction: reactants, conditions, products, and yield Starting materials: C(=O)(N1C=NC=C1)N1C=NC=C1 (Carbonyldiimidazole), ClC=1C=CC(=C(C1)C=1N=C(C2=C(N1)N=CC=C2)NC2=CC=NC=C2C(=O)O)F (4-[2-(5-Chloro-2-fluoro-phenyl)-pyrido[2,3-d]pyrimidin-4-ylamino]-nicotinic acid), CN (MeNH2). Run in CN(C)C=O (DMF). Run at temperature 60 celsius, time 18 hour. Product: ClC=1C=CC(=C(C1)C=1N=C(C2=C(N1)N=CC=C2)NC2=CC=NC=C2C(=O)NC)NC (4-[2-(5-Chloro-2-methylamino-phenyl)-pyrido[2,3-d]pyrimidin-4-ylamino]-N-methyl-nicotinamide). Isolated yield 19.0%. RXN SMILES: [C:1](N1C=CN=C1)([N:3]1C=CN=C1)=O.[Cl:13][C:14]1[CH:15]=[CH:16][C:17](F)=[C:18]([C:20]2[N:21]=[C:22]([NH:30][C:31]3[C:36]([C:37](O)=[O:38])=[CH:35][N:34]=[CH:33][CH:32]=3)[C:23]3[CH:29]=[CH:28][CH:27]=[N:26][C:24]=3[N:25]=2)[CH:19]=1.[CH3:41][NH2:42]>CN(C=O)C>[Cl:13][C:14]1[CH:15]=[CH:16][C:17]([NH:42][CH3:41])=[C:18]([C:20]2[N:21]=[C:22]([NH:30][C:31]3[C:36]([C:37]([NH:3][CH3:1])=[O:38])=[CH:35][N:34]=[CH:33][CH:32]=3)[C:23]3[CH:29]=[CH:28][CH:27]=[N:26][C:24]=3[N:25]=2)[CH:19]=1. Reported procedure: Carbonyldiimidazole (180 mg, 1.11 mmol) was added to a stirred suspension of the acid, 4-[2-(5-Chloro-2-fluoro-phenyl)-pyrido[2,3-d]pyrimidin-4-ylamino]-nicotinic acid (240 mg, 0.56 mmol) in dry DMF (15 ml). The reaction was heated to 60° C. for 2 hours under nitrogen. The reaction was cooled to room temperature and MeNH2 (2M in THF, 5 equivalents) was added and the reaction stirred for 18 hours. The reaction mixture was partitioned between CHCl3 (50 mL) and water (50 mL). The organic layer was ... Reactants: CCCCCC.CCOCC (hexane ether), FC1=CC=C(C=C1)C(C(=O)O)=O (4-fluorophenyl glyoxylic acid), C[Si](C)(C)C=[N+]=[N-] (trimethylsilyl diazomethane). Solvent: C(C)OCC (ethyl ether). Conditions: time 1 hour. Yields the product FC1=CC=C(C=C1)C(C(=O)OC)=O (methyl 4-fluorophenylglyoxalate). RXN SMILES: [F:1][C:2]1[CH:7]=[CH:6][C:5]([C:8](=[O:12])[C:9]([OH:11])=[O:10])=[CH:4][CH:3]=1.[CH3:13][Si](C=[N+]=[N-])(C)C.CCCCCC.CCOCC>C(OCC)C>[F:1][C:2]1[CH:3]=[CH:4][C:5]([C:8](=[O:12])[C:9]([O:11][CH3:13])=[O:10])=[CH:6][CH:7]=1 |f:2.3|. Procedure details: To a solution of 4-fluorophenyl glyoxylic acid (100 mg, 0.595 mmol) in ethyl ether (5 ml) was added trimethylsilyl diazomethane (2 M/hexane, 1 ml) at 0° C. TLC showed reaction was complete after 1 h. The ether was evaporated to leave a yellow oil. Chromatography with hexane/ether (95:5) gave methyl 4-fluorophenylglyoxalate as a pale yellow oil (75 mg). 500 MHz 13C NMR (CDCl3): δ 184.11; 167.85; 165.79; 163.59; 133.04; 132.96; 128.97; 116.33; 116.16; 115.90; 115.72; 52.85. Reactants: ClC1=CC=C(C=C1)C12CNCC2C1 (1-(4-chlorophenyl)-3-azabicyclo[3.1.0]hexane), C(C)(=O)O (acetic acid), C(C)(=O)O[BH-](OC(C)=O)OC(C)=O.[Na+] (sodium triacetoxyborohydride), IC=1C(N(C(N(C1)CCC=O)=O)C(=O)C1=CC=CC=C1)=O (3-[5-iodo-2,4-dioxo-3-(phenylcarbonyl)-3,4-dihydro-1(2H)-pyrimidinyl]propanal). The solvent is ClCCCl (1,2-Dichloroethane), O (Water). Run at temperature 0 celsius, time 4 hour. The product is ClC1=CC=C(C=C1)C12CN(CC2C1)CCCN1C(N(C(C(=C1)I)=O)C(=O)C1=CC=CC=C1)=O (1-{3-[1-(4-chlorophenyl)-3-azabicyclo[3.1.0]hex-3-yl]propyl}-5-iodo-3-(phenylcarbonyl)-2,4(1H,3H)-pyrimidinedione). Reaction SMILES: [Cl:1][C:2]1[CH:7]=[CH:6][C:5]([C:8]23[CH2:13][CH:12]2[CH2:11][NH:10][CH2:9]3)=[CH:4][CH:3]=1.C(O)(=O)C.C(O[BH-](OC(=O)C)OC(=O)C)(=O)C.[Na+].[I:32][C:33]1[C:34](=[O:52])[N:35]([C:44]([C:46]2[CH:51]=[CH:50][CH:49]=[CH:48][CH:47]=2)=[O:45])[C:36](=[O:43])[N:37]([CH2:39][CH2:40][CH:41]=O)[CH:38]=1>ClCCCl.O>[Cl:1][C:2]1[CH:3]=[CH:4][C:5]([C:8]23[CH2:13][CH:12]2[CH2:11][N:10]([CH2:41][CH2:40][CH2:39][N:37]2[CH:38]=[C:33]([I:32])[C:34](=[O:52])[N:35]([C:44]([C:46]4[CH:51]=[CH:50][CH:49]=[CH:48][CH:47]=4)=[O:45])[C:36]2=[O:43])[CH2:9]3)=[CH:6][CH:7]=1 |f:2.3|. Reported procedure: 1-(4-chlorophenyl)-3-azabicyclo[3.1.0]hexane (racemate, reference procedure for preparation reported in WO2005/080382, 136 mg, 0.703 mmol), acetic acid (0.060 mL, 1.055 mmol), and sodium triacetoxyborohydride (164 mg, 0.774 mmol) were added at 0° C. to a solution of 3-[5-iodo-2,4-dioxo-3-(phenylcarbonyl)-3,4-dihydro-1(2H)-pyrimidinyl]propanal (P38, 280 mg, 0.703 mmol) in 1,2-Dichloroethane (DCE) (8.7 ml). The mixture was stirred at 0° C. for further 4 hours. Water was added and the reaction mixt... The reactants are C(=C)C(=O)C (methyl vinyl ketone), N#N (N2), C1(=CC=CC=C1)CNCCCCCCCCNCC1=CC=CC=C1 (N,N'-Bis((phenyl)methyl)-1,8-octanediamine). Solvent: CO (methanol). Reaction conditions: time 16 hour. Product: O=C(CCN(CCCCCCCCN(CC1=CC=CC=C1)CCC(C)=O)CC1=CC=CC=C1)C (N,N'Bis((3-oxo)butyl)-N,N'-bis((phenyl)methyl)-1,8-octanediamine). Reaction SMILES: [C:1]1([CH2:7][NH:8][CH2:9][CH2:10][CH2:11][CH2:12][CH2:13][CH2:14][CH2:15][CH2:16][NH:17][CH2:18][C:19]2[CH:24]=[CH:23][CH:22]=[CH:21][CH:20]=2)[CH:6]=[CH:5][CH:4]=[CH:3][CH:2]=1.[CH:25]([C:27]([CH3:29])=[O:28])=[CH2:26].N#N>CO>[O:28]=[C:27]([CH3:29])[CH2:25][CH2:26][N:17]([CH2:18][C:19]1[CH:24]=[CH:23][CH:22]=[CH:21][CH:20]=1)[CH2:16][CH2:15][CH2:14][CH2:13][CH2:12][CH2:11][CH2:10][CH2:9][N:8]([CH2:26][CH2:25][C:27](=[O:28])[CH3:29])[CH2:7][C:1]1[CH:2]=[CH:3][CH:4]=[CH:5][CH:6]=1. Procedure: Dissolve the product obtained in Step A in 1400 ml of methanol and introduce 21.6 of methyl vinyl ketone on a stream of N2 gas. Stir for 16 hours to yield the title compound.